This data is from the Open Reaction Database (ORD), a public repository of structured organic reaction records. The task is: describe an organic reaction: reactants, conditions, products, and yield Reactants: ClC1(CC(O1)=O)CC(Cl)(Cl)Cl (4-chloro-4-(2,2,2-trichloroethyl)-oxetan-2-one), Cl.NC(=N)N (guanidine hydrochloride), Cl (HCl). Reaction conditions: temperature 140 celsius, time 45 minute. The product is NC1=NC(=CC(=N1)C=C(Cl)Cl)O (2-amino-4-(2,2-dichloro-vinyl)-6-hydroxypyrimidine). RXN SMILES: Cl[C:2]1([CH2:7][C:8]([Cl:11])(Cl)[Cl:9])[O:5][C:4](=O)[CH2:3]1.Cl.[NH2:13][C:14]([NH2:16])=[NH:15].Cl>>[NH2:16][C:14]1[N:15]=[C:2]([CH:7]=[C:8]([Cl:11])[Cl:9])[CH:3]=[C:4]([OH:5])[N:13]=1 |f:1.2|. Reported procedure: 119 Parts of 4-chloro-4-(2,2,2-trichloroethyl)-oxetan-2-one and 95.5 parts of guanidine hydrochloride were charged to a reaction flask and heated in an oil bath at 140° C. for 15 minutes. The solid dissolved and HCl gas was evolved. The oil bath temperature was raised to 160° C. and heating was continued for a further 45 minutes. The heat was removed and the reaction mass was stirred until cool and solidified. The solid was stirred with 250 parts of ethyl acetate and filtered. The filtrate was d... Reactants: CNOC, O=C=Nc1ccc(Oc2ccc3ccccc3c2)cc1, c1ccccc1. The product is CON(C)C(=O)Nc1ccc(Oc2ccc3ccccc3c2)cc1. As a reaction SMILES: [CH3:21][NH:22][O:23][CH3:24].[cH:1]1[c:2]([O:11][c:12]2[cH:13][cH:14][c:15]([N:18]=[C:19]=[O:20])[cH:16][cH:17]2)[cH:3][cH:4][c:5]2[cH:6][cH:7][cH:8][cH:9][c:10]12.[cH:25]1[cH:26][cH:27][cH:28][cH:29][cH:30]1>>[cH:1]1[c:2]([O:11][c:12]2[cH:13][cH:14][c:15]([NH:18][C:19](=[O:20])[N:22]([CH3:21])[O:23][CH3:24])[cH:16][cH:17]2)[cH:3][cH:4][c:5]2[cH:6][cH:7][cH:8][cH:9][c:10]12. Reactants: C(C1=CC=CC=C1)(=O)NN (benzoic acid hydrazide), C(C1=CC=CC=C1)N=C=S (benzyl isothiocyanate), C(C1=CC=CC=C1)Br (benzyl bromide). Product: C(C1=CC=CC=C1)N1C(=NN=C1C1=CC=CC=C1)SCC1=CC=CC=C1 (4-benzyl-3-(benzylthio)-5-phenyl-4H-1,2,4-triazole). RXN SMILES: [C:1]([NH:9][NH2:10])(=O)[C:2]1[CH:7]=[CH:6][CH:5]=[CH:4][CH:3]=1.[CH2:11]([N:18]=[C:19]=[S:20])[C:12]1[CH:17]=[CH:16][CH:15]=[CH:14][CH:13]=1.[CH2:21](Br)[C:22]1[CH:27]=[CH:26][CH:25]=[CH:24][CH:23]=1>>[CH2:11]([N:18]1[C:1]([C:2]2[CH:7]=[CH:6][CH:5]=[CH:4][CH:3]=2)=[N:9][N:10]=[C:19]1[S:20][CH2:21][C:22]1[CH:27]=[CH:26][CH:25]=[CH:24][CH:23]=1)[C:12]1[CH:17]=[CH:16][CH:15]=[CH:14][CH:13]=1. Reported procedure: This compound was synthesized using the same methodology as described in Example 1 above, using benzoic acid hydrazide, benzyl isothiocyanate and benzyl bromide as the starting materials. (M+H)+−358. The reactants are Cl, [I-], [K+], O=N[O-], Cc1cc(N)ccc1-c1ccc(C#N)cc1, [Na+], O. Product: Cc1cc(I)ccc1-c1ccc(C#N)cc1. As a reaction SMILES: [ClH:23].[I-:22].[K+:21].[N:17]([O-:18])=[O:19].[NH2:1][c:2]1[cH:3][c:4]([CH3:16])[c:5](-[c:8]2[cH:9][cH:10][c:11]([C:14]#[N:15])[cH:12][cH:13]2)[cH:6][cH:7]1.[Na+:20].[OH2:24]>>[c:2]1([I:22])[cH:3][c:4]([CH3:16])[c:5](-[c:8]2[cH:9][cH:10][c:11]([C:14]#[N:15])[cH:12][cH:13]2)[cH:6][cH:7]1. Reactants: BrCCCCCCc1cccc(OCc2ccccc2)c1OCc1ccccc1, O=C([O-])[O-], COC(=O)C(C)c1ccc2cc(O)ccc2c1, CN(C)C=O, [I-], [K+], [K+], [Na+]. Product: COC(=O)C(C)c1ccc2cc(OCCCCCCc3cccc(OCc4ccccc4)c3OCc3ccccc3)ccc2c1. Reaction SMILES: [Br:1][CH2:2][CH2:3][CH2:4][CH2:5][CH2:6][CH2:7][c:8]1[c:9]([O:22][CH2:23][c:24]2[cH:25][cH:26][cH:27][cH:28][cH:29]2)[c:10]([O:14][CH2:15][c:16]2[cH:17][cH:18][cH:19][cH:20][cH:21]2)[cH:11][cH:12][cH:13]1.[C:49](=[O:50])([O-:51])[O-:52].[CH3:30][O:31][C:32]([CH:33]([c:34]1[cH:35][c:36]2[cH:37][cH:38][c:39]([OH:44])[cH:40][c:41]2[cH:42][cH:43]1)[CH3:45])=[O:46].[CH3:55][N:56]([CH3:57])[CH:58]=[O:59].[I-:48].[K+:53].[K+:54].[Na+:47]>>[CH2:2]([CH2:3][CH2:4][CH2:5][CH2:6][CH2:7][c:8]1[c:9]([O:22][CH2:23][c:24]2[cH:25][cH:26][cH:27][cH:28][cH:29]2)[c:10]([O:14][CH2:15][c:16]2[cH:17][cH:18][cH:19][cH:20][cH:21]2)[cH:11][cH:12][cH:13]1)[O:44][c:39]1[cH:38][cH:37][c:36]2[cH:35][c:34]([CH:33]([C:32]([O:31][CH3:30])=[O:46])[CH3:45])[cH:43][cH:42][c:41]2[cH:40]1. Starting materials: CC1(CC(C=2CCCNC2C1)=O)C (7,7-Dimethyl-1,2,3,4,7,8-hexahydro-quinoline-5(6H)-one), COC1=CC=C(C(=O)Cl)C=C1 (4-methoxybenzoyl chloride). Yields the product CC1(CC(C=2CCCN(C2C1)C(C1=CC=C(C=C1)OC)=O)=O)C (7,7-Dimethyl-1,2,3,4,7,8-hexahydro-1-(4-methoxy benzoyl)-quinoline-5(6H)-one). Reaction SMILES: [CH3:1][C:2]1([CH3:13])[CH2:11][C:10]2[NH:9][CH2:8][CH2:7][CH2:6][C:5]=2[C:4](=[O:12])[CH2:3]1.[CH3:14][O:15][C:16]1[CH:24]=[CH:23][C:19]([C:20](Cl)=[O:21])=[CH:18][CH:17]=1>>[CH3:1][C:2]1([CH3:13])[CH2:11][C:10]2[N:9]([C:20](=[O:21])[C:19]3[CH:23]=[CH:24][C:16]([O:15][CH3:14])=[CH:17][CH:18]=3)[CH2:8][CH2:7][CH2:6][C:5]=2[C:4](=[O:12])[CH2:3]1. Procedure: 7,7-Dimethyl-1,2,3,4,7,8-hexahydro-quinoline-5(6H)-one was reacted with 4-methoxybenzoyl chloride according to the procedure of Part b) of Example 1 to give 7,7-dimethyl-1,2,3,4, 7,8-hexahydro-1-(4-methoxybenzoyl)-quinoline5(6H)-one (21) as a yellow waxy solid. Reactants: [Cl-].[Cl-].IC1=CC=CC=C1 (iodobenzene dichloride), O (water), N1=CC=CC=C1 (pyridine), C(C)(=O)NCCSC1C(N2C(CC2C1)=O)C(=O)OCC1=CC=CC=C1 (Benzyl 3-(2-acetamidoethylthio)-7-oxo-1-azabicyclo[3.2.0]heptane-2-carboxylate). Solvent: C(Cl)(Cl)Cl (chloroform). The product is C(C)(=O)NCCS(=O)C1(C(N2C(CC2C1)=O)C(=O)OCC1=CC=CC=C1)Cl (Benzyl 3-(2-acetamidoethylsulphinyl)-3-chloro-7-oxo-1-azabicyclo[3.2.0]heptane-2-carboxylate). RXN SMILES: [C:1]([NH:4][CH2:5][CH2:6][S:7][CH:8]1[CH2:14][CH:13]2[N:10]([C:11](=[O:15])[CH2:12]2)[CH:9]1[C:16]([O:18][CH2:19][C:20]1[CH:25]=[CH:24][CH:23]=[CH:22][CH:21]=1)=[O:17])(=[O:3])[CH3:2].[OH2:26].N1C=CC=CC=1.[Cl-:33].[Cl-].IC1C=CC=CC=1>C(Cl)(Cl)Cl>[C:1]([NH:4][CH2:5][CH2:6][S:7]([C:8]1([Cl:33])[CH2:14][CH:13]2[N:10]([C:11](=[O:15])[CH2:12]2)[CH:9]1[C:16]([O:18][CH2:19][C:20]1[CH:21]=[CH:22][CH:23]=[CH:24][CH:25]=1)=[O:17])=[O:26])(=[O:3])[CH3:2] |f:3.4.5|. Reported procedure: Benzyl 3-(2-acetamidoethylthio)-7-oxo-1-azabicyclo[3.2.0]heptane-2-carboxylate (91) (0.050 g) was dissolved in chloroform (5 ml) and stirred at 0° under argon. It was treated with water (0.010 g) and pyridine (0.022 g) followed by iodobenzene dichloride (0.038 g). A period of 2 hours was allowed to elapse and the solution was concentrated and the product chromatographed on silica gel 60 (<230 mesh) eluting with chloroform/ethanol 9:1. This gave benzyl 3-(2-acetamidoethylsulphinyl)-3-chloro-7-oxo... The reactants are Cl (Hydrogen chloride), CC(CC=1N=C(N(C1)S(=O)(=O)N(C)C)C(CC1=CC=C(C=C1)C1=NC=C(C=C1)F)(C)O)(CC)C (4-(2,2-dimethylbutyl)-2-{2-[4-(5-fluoropyridin-2-yl)phenyl]-1-hydroxy-1-methylethyl}-N,N-dimethyl-1H-imidazole-1-sulfonamide). Run in CO (methanol). Reaction conditions: temperature 70 celsius, time 1 hour. The product is CC(CC=1N=C(NC1)C(CC1=CC=C(C=C1)C1=NC=C(C=C1)F)(C)O)(CC)C (2-[4-(2,2-dimethylbutyl)-1H-imidazol-2-yl]-1-[4-(5-fluoropyridin-2-yl)phenyl]propan-2-ol). RXN SMILES: Cl.[CH3:2][C:3]([CH3:35])([CH2:33][CH3:34])[CH2:4][C:5]1[N:6]=[C:7]([C:16]([OH:32])([CH3:31])[CH2:17][C:18]2[CH:23]=[CH:22][C:21]([C:24]3[CH:29]=[CH:28][C:27]([F:30])=[CH:26][N:25]=3)=[CH:20][CH:19]=2)[N:8](S(N(C)C)(=O)=O)[CH:9]=1>CO>[CH3:2][C:3]([CH3:35])([CH2:33][CH3:34])[CH2:4][C:5]1[N:6]=[C:7]([C:16]([OH:32])([CH3:31])[CH2:17][C:18]2[CH:23]=[CH:22][C:21]([C:24]3[CH:29]=[CH:28][C:27]([F:30])=[CH:26][N:25]=3)=[CH:20][CH:19]=2)[NH:8][CH:9]=1. Procedure details: Hydrogen chloride (4 M in 1,4-dioxane) (2 mL, 8 mmol) was added to an ambient temperature solution of 4-(2,2-dimethylbutyl)-2-{2-[4-(5-fluoropyridin-2-yl)phenyl]-1-hydroxy-1-methylethyl}-N,N-dimethyl-1H-imidazole-1-sulfonamide (192 mg, 0.39 mmol) in methanol (4 mL). After stirring at 70° C. for 1 h, volatiles were removed in vacuo. The residue was partitioned between methanol/ethyl acetate and 10% aqueous sodium hydroxide. The aqueous phase was extracted with ethyl acetate. The combined organic ...